This data is from the Open Reaction Database (ORD), a public repository of structured organic reaction records. The task is: describe an organic reaction: reactants, conditions, products, and yield Reaction SMILES: [C:1]([CH3:2])([CH3:3])([CH3:4])[c:5]1[n:6][c:7]([CH:32]2[CH2:33][CH2:34][CH2:35]2)[cH:8][c:9]([N:11]2[CH2:12][CH2:13][N:14]([CH2:17][CH2:18][CH2:19][CH2:20][N:21]3[C:22](=[O:23])[c:24]4[c:25]([cH:26][cH:27][cH:28][cH:29]4)[C:30]3=[O:31])[CH2:15][CH2:16]2)[n:10]1.[CH3:39][CH2:40][OH:41].[NH2:37][NH2:38].[OH2:36]>>[C:1]([CH3:2])([CH3:3])([CH3:4])[c:5]1[n:6][c:7]([CH:32]2[CH2:33][CH2:34][CH2:35]2)[cH:8][c:9]([N:11]2[CH2:12][CH2:13][N:14]([CH2:17][CH2:18][CH2:19][CH2:20][NH2:21])[CH2:15][CH2:16]2)[n:10]1. Reactants: CC(C)(C)c1nc(C2CCC2)cc(N2CCN(CCCCN3C(=O)c4ccccc4C3=O)CC2)n1, CCO, NN, O. Yields the product CC(C)(C)c1nc(C2CCC2)cc(N2CCN(CCCCN)CC2)n1. Reactants: CN1CCNCC1, Cc1nc2n(n1)C(SC#N)=Nc1ccccc1C2, CN(C)P(=O)(N(C)C)N(C)C, O. Yields the product Cc1nc2n(n1)C(N1CCN(C)CC1)=Nc1ccccc1C2. As a reaction SMILES: [CH3:19][N:20]1[CH2:21][CH2:22][NH:23][CH2:24][CH2:25]1.[CH3:1][c:2]1[n:3][c:4]2[n:5]([n:18]1)[C:6]([S:15][C:16]#[N:17])=[N:7][c:8]1[c:9]([cH:11][cH:12][cH:13][cH:14]1)[CH2:10]2.[CH3:27][N:28]([P:29]([N:30]([CH3:31])[CH3:32])([N:33]([CH3:34])[CH3:35])=[O:36])[CH3:37].[OH2:26]>>[CH3:1][c:2]1[n:3][c:4]2[n:5]([n:18]1)[C:6]([N:23]1[CH2:22][CH2:21][N:20]([CH3:19])[CH2:25][CH2:24]1)=[N:7][c:8]1[c:9]([cH:11][cH:12][cH:13][cH:14]1)[CH2:10]2. Reactants: N1=CC(=CC2=CC=CC=C12)C=O (3-quinolinecarboxaldehyde), N1(N=CC=C1)C1=CC=C(C=O)C=C1 (4-(1H-pyrazol-1-yl)-benzaldehyde). Product: N1=CC(=CC2=CC=CC=C12)C=CC=O (3-(3-quinolinyl)-2-propenal). As a reaction SMILES: [N:1]1[C:10]2[C:5](=[CH:6][CH:7]=[CH:8][CH:9]=2)[CH:4]=[C:3]([CH:11]=O)[CH:2]=1.N1(C2C=C[C:21]([CH:22]=[O:23])=CC=2)C=CC=N1>>[N:1]1[C:10]2[C:5](=[CH:6][CH:7]=[CH:8][CH:9]=2)[CH:4]=[C:3]([CH:11]=[CH:21][CH:22]=[O:23])[CH:2]=1. Procedure: The title compound was prepared by a procedure analogous to Reference Example 30 by substituting 3-quinolinecarboxaldehyde for the 4-(1H-pyrazol-1-yl)-benzaldehyde of Reference Example 30. MS 184 (M+H)+. Reactants: CN(CCO)c1ccc(Br)cc1[N+](=O)[O-], CCOC(C)=O, [Cl-], [Fe], [NH4+], O. Product: CN(CCO)c1ccc(Br)cc1N. Reaction SMILES: [Br:3][c:4]1[cH:5][c:6]([N+:15]([O-:16])=[O:17])[c:7]([N:10]([CH2:11][CH2:12][OH:13])[CH3:14])[cH:8][cH:9]1.[CH3:19][CH2:20][O:21][C:22]([CH3:23])=[O:24].[Cl-:1].[Fe:25].[NH4+:2].[OH2:18]>>[Br:3][c:4]1[cH:5][c:6]([NH2:15])[c:7]([N:10]([CH2:11][CH2:12][OH:13])[CH3:14])[cH:8][cH:9]1. The reactants are CCOC(=O)CN=c1sc2ccccc2s1, CO, [K+], [OH-]. Yields the product O=C(O)CN=c1sc2ccccc2s1. As a reaction SMILES: [CH2:1]([CH3:2])[O:3][C:4]([CH2:5][N:6]=[c:7]1[s:8][c:9]2[c:10]([s:11]1)[cH:12][cH:13][cH:14][cH:15]2)=[O:16].[CH3:19][OH:20].[K+:18].[OH-:17]>>[O:3]=[C:4]([CH2:5][N:6]=[c:7]1[s:8][c:9]2[c:10]([s:11]1)[cH:12][cH:13][cH:14][cH:15]2)[OH:16]. Starting materials: CO, CC(C)O, O=C(Nc1c(F)cccc1F)c1cccc(-c2nc3ccccn3c2-c2ccnc(Cl)n2)c1, COc1cc(N2CCC(N3CCN(CCF)CC3)CC2)c(Cl)cc1N, N, Cc1ccc(S(=O)(=O)[O-])cc1, c1cc[nH+]cc1. Product: COc1cc(N2CCC(N3CCN(CCF)CC3)CC2)c(Cl)cc1Nc1nccc(-c2c(-c3cccc(C(=O)Nc4c(F)cccc4F)c3)nc3ccccn23)n1. Reaction SMILES: [CH3:81][OH:82].[CH:77]([OH:78])([CH3:79])[CH3:80].[Cl:1][c:2]1[n:3][cH:4][cH:5][c:6](-[c:8]2[c:9](-[c:17]3[cH:18][c:19]([C:20](=[O:21])[NH:22][c:23]4[c:24]([F:30])[cH:25][cH:26][cH:27][c:28]4[F:29])[cH:31][cH:32][cH:33]3)[n:10][c:11]3[n:12]2[cH:13][cH:14][cH:15][cH:16]3)[n:7]1.[Cl:34][c:35]1[c:36]([N:44]2[CH2:45][CH2:46][CH:47]([N:50]3[CH2:51][CH2:52][N:53]([CH2:56][CH2:57][F:58])[CH2:54][CH2:55]3)[CH2:48][CH2:49]2)[cH:37][c:38]([O:42][CH3:43])[c:39]([NH2:40])[cH:41]1.[NH3:76].[c:59]1([CH3:60])[cH:61][cH:62][c:63]([S:64]([O-:65])(=[O:66])=[O:67])[cH:68][cH:69]1.[nH+:70]1[cH:71][cH:72][cH:73][cH:74][cH:75]1>>[c:2]1([NH:40][c:39]2[c:38]([O:42][CH3:43])[cH:37][c:36]([N:44]3[CH2:45][CH2:46][CH:47]([N:50]4[CH2:51][CH2:52][N:53]([CH2:56][CH2:57][F:58])[CH2:54][CH2:55]4)[CH2:48][CH2:49]3)[c:35]([Cl:34])[cH:41]2)[n:3][cH:4][cH:5][c:6](-[c:8]2[c:9](-[c:17]3[cH:18][c:19]([C:20](=[O:21])[NH:22][c:23]4[c:24]([F:30])[cH:25][cH:26][cH:27][c:28]4[F:29])[cH:31][cH:32][cH:33]3)[n:10][c:11]3[n:12]2[cH:13][cH:14][cH:15][cH:16]3)[n:7]1. Reactants: C(C1=CC=CC=C1)OC=1C=C(C=CC1)C=CC(C=CC1=CC(=CC=C1)OCC1=CC=CC=C1)=O (1,5-Bis-(3-benzyloxy-phenyl)-penta-1,4-dien-3-one), alcohol, ketone, [O-]S(=O)(=O)[O-].[Ba+2] (BaSO4), C1CCOC1 (THF), CC(=O)C.OS(=O)(=O)O.O=[Cr](=O)=O (Jones reagent). Reagents/catalysts: [Pd] (Pd). The solvent is C(C)(C)O (isopropanol), CC(=O)C (acetone). Reaction conditions: time 2 hour. Product: C(C1=CC=CC=C1)OC=1C=C(C=CC1)CCC(CCC1=CC(=CC=C1)OCC1=CC=CC=C1)=O (1,5-Bis-(3-benzyloxy-phenyl)-pentan-3-one). Reaction SMILES: [CH2:1]([O:8][C:9]1[CH:10]=[C:11]([CH:15]=[CH:16][C:17](=[O:34])[CH:18]=[CH:19][C:20]2[CH:25]=[CH:24][CH:23]=[C:22]([O:26][CH2:27][C:28]3[CH:33]=[CH:32][CH:31]=[CH:30][CH:29]=3)[CH:21]=2)[CH:12]=[CH:13][CH:14]=1)[C:2]1[CH:7]=[CH:6][CH:5]=[CH:4][CH:3]=1.[O-]S([O-])(=O)=O.[Ba+2].C1COCC1.CC(C)=O.OS(O)(=O)=O.O=[Cr](=O)=O>CC(C)=O.[Pd].C(O)(C)C>[CH2:27]([O:26][C:22]1[CH:21]=[C:20]([CH2:19][CH2:18][C:17](=[O:34])[CH2:16][CH2:15][C:11]2[CH:12]=[CH:13][CH:14]=[C:9]([O:8][CH2:1][C:2]3[CH:3]=[CH:4][CH:5]=[CH:6][CH:7]=3)[CH:10]=2)[CH:25]=[CH:24][CH:23]=1)[C:28]1[CH:33]=[CH:32][CH:31]=[CH:30][CH:29]=1 |f:1.2,4.5.6|. Reported procedure: Hydrogenation of 5.20 g (42.6 mmol) of 1,5-bis-(3-benzyloxy-phenyl)-penta-1,4-dien-3-one prepared in Example E was effected as described in General Method 3 using 0.5 g 5% Pd over BaSO4 and 150 mL of THF under hydrogen atmosphere. The product contained both ketone and alcohol, so the mixture was dissolved in acetone (approximately 200 mL) and treated with 5 mL of 8.0N Jones reagent. The mixture was stirred for 2 hours at room temperature, treated with isopropanol, and filtered through Celite. Th... Starting materials: C(=O)(OCC)C=1NC(=C(C1OCC(CCl)O)C)C (1-(2-carboethoxy-4,5-dimethyl-pyrrol-3-oxy)-3-chloro-propan-2-ol), OC1(CCNCC1)C1=CC=CC=C1 (4-hydroxy-4-phenylpiperidine). Run in O1CCOCC1 (dioxane). Yields the product Cl.C(C)OC(=O)C=1NC(=C(C1OCC(CN1CCC(CC1)(O)C1=CC=CC=C1)O)C)C (3-[2-hydroxy-3-(4-phenyl-4-hydroxy-piperidino)-propoxy]-4,5-dimethylpyrrole-2-carboxylic acid ethyl ester hydrochloride). Yield: 35.8%. Reaction SMILES: [C:1]([C:6]1[NH:7][C:8]([CH3:18])=[C:9]([CH3:17])[C:10]=1[O:11][CH2:12][CH:13]([OH:16])[CH2:14][Cl:15])([O:3][CH2:4][CH3:5])=[O:2].[OH:19][C:20]1([C:26]2[CH:31]=[CH:30][CH:29]=[CH:28][CH:27]=2)[CH2:25][CH2:24][NH:23][CH2:22][CH2:21]1>O1CCOCC1>[ClH:15].[CH2:4]([O:3][C:1]([C:6]1[NH:7][C:8]([CH3:18])=[C:9]([CH3:17])[C:10]=1[O:11][CH2:12][CH:13]([OH:16])[CH2:14][N:23]1[CH2:22][CH2:21][C:20]([C:26]2[CH:31]=[CH:30][CH:29]=[CH:28][CH:27]=2)([OH:19])[CH2:25][CH2:24]1)=[O:2])[CH3:5] |f:3.4|. Procedure details: 6.0 g of 1-(2-carboethoxy-4,5-dimethyl-pyrrol-3-oxy)-3-chloro-propan-2-ol and 3.5 g of 4-hydroxy-4-phenylpiperidine in 150 ml of dioxane are heated for 15 hours in an autoclave at 120° C. The volatile constituents are then distilled off under reduced pressure, and the very viscous crude product is partitioned between ether and 2 N sulfuric acid. The aqueous phase is cautiously rendered alkaline with 4 N sodium hydroxide solution and is then extracted with ether. The ether phase is dried over mag... The reactants are O=C([O-])[O-], CS(C)=O, BrC1CCC1, [Cs+], [Cs+], Fc1ccc(S)cc1. Product: Fc1ccc(SC2CCC2)cc1. Reaction SMILES: [C:14](=[O:15])([O-:16])[O-:17].[CH3:20][S:21]([CH3:22])=[O:23].[CH:9]1([Br:13])[CH2:10][CH2:11][CH2:12]1.[Cs+:18].[Cs+:19].[F:1][c:2]1[cH:3][cH:4][c:5]([SH:8])[cH:6][cH:7]1>>[F:1][c:2]1[cH:3][cH:4][c:5]([S:8][CH:9]2[CH2:10][CH2:11][CH2:12]2)[cH:6][cH:7]1.